From a dataset of the Open Reaction Database (ORD), a public repository of structured organic reaction records. describe an organic reaction: reactants, conditions, products, and yield RXN SMILES: [H-].[Na+].C(OP([CH2:11][C:12]([O:14][CH2:15][CH3:16])=[O:13])(OCC)=O)C.[CH3:17][O:18][C:19]1[C:28]([O:29][CH3:30])=[C:27]([O:31][CH3:32])[CH:26]=[C:25]2[C:20]=1[CH:21]=[CH:22][C:23]([CH:33]=O)=[CH:24]2>C1COCC1.C(OCC)(=O)C>[CH3:17][O:18][C:19]1[C:28]([O:29][CH3:30])=[C:27]([O:31][CH3:32])[CH:26]=[C:25]2[C:20]=1[CH:21]=[CH:22][C:23]([CH:33]=[CH:11][C:12]([O:14][CH2:15][CH3:16])=[O:13])=[CH:24]2 |f:0.1|. Reactants: [H-].[Na+] (Sodium hydride), C(C)OP(=O)(OCC)CC(=O)OCC (ethyl diethylphosphonoacetate), COC1=C2C=CC(=CC2=CC(=C1OC)OC)C=O (5,6,7-trimethoxynaphthalene-2-carboaldehyde). The solvent is C1CCOC1 (THF), C(C)(=O)OCC (ethyl acetate), C1CCOC1 (THF), C1CCOC1 (THF). Procedure: 55% Sodium hydride (241 mg) was suspended in THF (2.5 mL) at −10° C. under an argon atmosphere, a solution of ethyl diethylphosphonoacetate (1.23 g) in THF (5 mL) was added dropwise to the suspension, and the mixture was stirred for 30 minutes. A solution of 5,6,7-trimethoxynaphthalene-2-carboaldehyde (1.23 g) in THF (10 mL) was then added dropwise, and the mixture was stirred for 30 minutes at −10° C. and 1 hour at room temperature. The reaction mixture was diluted with ethyl acetate, washed wi... Run at time 30 minute. Yields the product COC1=C2C=CC(=CC2=CC(=C1OC)OC)C=CC(=O)OCC (Ethyl 3-(5,6,7-trimethoxynaphthalen-2-yl)propenoate). The reactants are Clc1ncc(Br)c(NCC2CC2)n1, C1COCCO1, CC#N, Cl, Nc1ccc(S(N)(=O)=O)nc1, O. Product: NS(=O)(=O)c1ccc(Nc2ncc(Br)c(NCC3CC3)n2)cn1. Reaction SMILES: [Br:1][c:2]1[c:3]([NH:9][CH2:10][CH:11]2[CH2:12][CH2:13]2)[n:4][c:5]([Cl:8])[n:6][cH:7]1.[CH2:30]1[O:31][CH2:32][CH2:33][O:34][CH2:35]1.[CH3:27][C:28]#[N:29].[ClH:25].[NH2:14][c:15]1[cH:16][cH:17][c:18]([S:21](=[O:22])(=[O:23])[NH2:24])[n:19][cH:20]1.[OH2:26]>>[Br:1][c:2]1[c:3]([NH:9][CH2:10][CH:11]2[CH2:12][CH2:13]2)[n:4][c:5]([NH:14][c:15]2[cH:16][cH:17][c:18]([S:21](=[O:22])(=[O:23])[NH2:24])[n:19][cH:20]2)[n:6][cH:7]1. The reactants are OC(=O)C=CC1=CC=C(OCCCCCCOC(C(=C)C)=O)C=C1 (2-methyl-acrylic acid 6-[4-(2-hydroxycarbonyl-vinyl)-phenoxy]-hexyl ester), C(CCCC)O (1-pentanol), C1(CCCCC1)N=C=NC1CCCCC1 (N,N′-dicyclohexylcarbodiimide). The reagents and catalysts are CN(C1=CC=NC=C1)C (4-dimethylaminopyridine). Run at time 20 minute. Yields the product C(CCCC)OC(=O)C=CC1=CC=C(OCCCCCCOC(C(=C)C)=O)C=C1 (2-Methyl-acrylic acid 6-[4-(2-pentoxycarbonyl-vinyl)-phenoxy]-hexyl ester). RXN SMILES: [OH:1][C:2]([CH:4]=[CH:5][C:6]1[CH:24]=[CH:23][C:9]([O:10][CH2:11][CH2:12][CH2:13][CH2:14][CH2:15][CH2:16][O:17][C:18](=[O:22])[C:19]([CH3:21])=[CH2:20])=[CH:8][CH:7]=1)=[O:3].[CH2:25](O)[CH2:26][CH2:27][CH2:28][CH3:29].C1(N=C=NC2CCCCC2)CCCCC1>CN(C)C1C=CN=CC=1>[CH2:25]([O:3][C:2]([CH:4]=[CH:5][C:6]1[CH:24]=[CH:23][C:9]([O:10][CH2:11][CH2:12][CH2:13][CH2:14][CH2:15][CH2:16][O:17][C:18](=[O:22])[C:19]([CH3:21])=[CH2:20])=[CH:8][CH:7]=1)=[O:1])[CH2:26][CH2:27][CH2:28][CH3:29]. Procedure details: To a 250-mL round-bottom flask were added 2-methyl-acrylic acid 6-[4-(2-hydroxycarbonyl-vinyl)-phenoxy]-hexyl ester (4.98 g, 15.0 mmol), 1-pentanol (1.785 mL, 16.5 mmol) and 4-dimethylaminopyridine (DMAP,92 mg, 0.75 mmol) as solids and a stirbar. The flask was purged with N2, followed by the addition of CH2Cl2 (35 mL). The suspension was stirred at room temperature for 20 min to give a white slurry. The flask was cooled in an ice bath and N,N′-dicyclohexylcarbodiimide (DCC, 3.25 g, 15.75 mmol) w... The reactants are CC(C)CC(Nc1nn(C)cc1-c1ccc(N2CCN(C(=O)OC(C)(C)C)CC2)cc1)C(=O)NCC#N, C1CCOC1, [Na+], O=C([O-])O. The product is CC(C)CC(Nc1nn(C)cc1-c1ccc(N2CCNCC2)cc1)C(=O)NCC#N. As a reaction SMILES: [C:1](#[N:2])[CH2:3][NH:4][C:5]([CH:6]([NH:7][c:8]1[n:9][n:10]([CH3:32])[cH:11][c:12]1-[c:13]1[cH:14][cH:15][c:16]([N:19]2[CH2:20][CH2:21][N:22]([C:25]([O:26][C:27]([CH3:28])([CH3:29])[CH3:30])=[O:31])[CH2:23][CH2:24]2)[cH:17][cH:18]1)[CH2:33][CH:34]([CH3:35])[CH3:36])=[O:37].[CH2:43]1[O:44][CH2:45][CH2:46][CH2:47]1.[Na+:42].[O-:38][C:39]([OH:40])=[O:41]>>[C:1](#[N:2])[CH2:3][NH:4][C:5]([CH:6]([NH:7][c:8]1[n:9][n:10]([CH3:32])[cH:11][c:12]1-[c:13]1[cH:14][cH:15][c:16]([N:19]2[CH2:20][CH2:21][NH:22][CH2:23][CH2:24]2)[cH:17][cH:18]1)[CH2:33][CH:34]([CH3:35])[CH3:36])=[O:37]. The reactants are CC=1C=C(C=CC1C)NC(=O)C1=CC2=C(N=C(N2)C2=C(C=C(C=C2C)OC[C@H]2OC(OC2)(C)C)C)C=C1 (2-[4-((R)-2,2-dimethyl-[1,3]dioxolan-4-ylmethoxy)-2,6-dimethylphenyl]-3H-benzoimidazole-5-carboxylic acid (3,4-dimethylphenyl)-amide), Cl (HCl), O (water), [OH-].[Na+] (NaOH). The solvent is CO (MeOH), CCOC(=O)C (EtOAc). Run at time 3 hour. The product is CC=1C=C(C=CC1C)NC(=O)C1=CC2=C(N=C(N2)C2=C(C=C(C=C2C)OC[C@H](CO)O)C)C=C1 (2-[4-((S)-2,3-Dihydroxy-propoxy)-2,6-dimethylphenyl]-3H-benzoimidazole-5-carboxylic acid (3,4-dimethylphenyl)-amide). Reaction SMILES: [CH3:1][C:2]1[CH:3]=[C:4]([NH:9][C:10]([C:12]2[CH:37]=[CH:36][C:15]3[N:16]=[C:17]([C:19]4[C:24]([CH3:25])=[CH:23][C:22]([O:26][CH2:27][C@@H:28]5[CH2:32][O:31]C(C)(C)[O:29]5)=[CH:21][C:20]=4[CH3:35])[NH:18][C:14]=3[CH:13]=2)=[O:11])[CH:5]=[CH:6][C:7]=1[CH3:8].Cl.[OH-].[Na+].O>CO.CCOC(C)=O>[CH3:1][C:2]1[CH:3]=[C:4]([NH:9][C:10]([C:12]2[CH:37]=[CH:36][C:15]3[N:16]=[C:17]([C:19]4[C:20]([CH3:35])=[CH:21][C:22]([O:26][CH2:27][C@@H:28]([OH:29])[CH2:32][OH:31])=[CH:23][C:24]=4[CH3:25])[NH:18][C:14]=3[CH:13]=2)=[O:11])[CH:5]=[CH:6][C:7]=1[CH3:8] |f:2.3|. Procedure details: To a solution of 2-[4-((R)-2,2-dimethyl-[1,3]dioxolan-4-ylmethoxy)-2,6-dimethylphenyl]-3H-benzoimidazole-5-carboxylic acid (3,4-dimethylphenyl)-amide (120 mg, 0.24 mmol) in MeOH (3 mL) was added 1N HCl (3 mL) and the solution was stirred at ambient temperature for 3 h. The solution was basified to pH 10 with 1N NaOH and the mixture was partioned between water and EtOAc. The aqueous layer was extracted with EtOAc and the organic layer was washed with water, brine, dried with MgSO4, filtered and c... Starting materials: [BH4-], CC(C)(C)OC(=O)N1CC(c2ccccc2)(c2ccccc2)OCC1C(O)C(Cc1cc(F)cc(F)c1)[N+](=O)[O-], CO, [Na+], Cl[Ni]Cl, O. Product: CC(C)(C)OC(=O)N1CC(c2ccccc2)(c2ccccc2)OCC1C(O)C(N)Cc1cc(F)cc(F)c1. As a reaction SMILES: [BH4-:41].[C:1]([CH3:2])([CH3:3])([CH3:4])[O:5][C:6](=[O:7])[N:8]1[CH2:9][C:10]([c:29]2[cH:30][cH:31][cH:32][cH:33][cH:34]2)([c:35]2[cH:36][cH:37][cH:38][cH:39][cH:40]2)[O:11][CH2:12][CH:13]1[CH:14]([CH:15]([CH2:16][c:17]1[cH:18][c:19]([F:24])[cH:20][c:21]([F:23])[cH:22]1)[N+:25]([O-:26])=[O:27])[OH:28].[CH3:44][OH:45].[Na+:42].[Ni:46]([Cl:47])[Cl:48].[OH2:43]>>[C:1]([CH3:2])([CH3:3])([CH3:4])[O:5][C:6](=[O:7])[N:8]1[CH2:9][C:10]([c:29]2[cH:30][cH:31][cH:32][cH:33][cH:34]2)([c:35]2[cH:36][cH:37][cH:38][cH:39][cH:40]2)[O:11][CH2:12][CH:13]1[CH:14]([CH:15]([CH2:16][c:17]1[cH:18][c:19]([F:24])[cH:20][c:21]([F:23])[cH:22]1)[NH2:25])[OH:28].